The task is: describe an organic reaction: reactants, conditions, products, and yield. This data is from the Open Reaction Database (ORD), a public repository of structured organic reaction records. Starting materials: NC1=C(C(=NS1)OCC)C#N (5-amino-4-cyano-3-ethoxyisothiazole), ClC(=O)OC1=CC=CC=C1 (phenyl chloroformate), ClC(=O)OC1=CC=CC=C1 (phenyl chloroformate). Solvent: C1(=CC=CC=C1)C (toluene). Run at time 24 hour. Product: C(#N)C=1C(=NSC1NC(OC1=CC=CC=C1)=O)OCC (phenyl (4-cyano-3-ethoxy-5-isothiazolyl)carbamate). Isolated yield 40.5%. RXN SMILES: [NH2:1][C:2]1[S:6][N:5]=[C:4]([O:7][CH2:8][CH3:9])[C:3]=1[C:10]#[N:11].Cl[C:13]([O:15][C:16]1[CH:21]=[CH:20][CH:19]=[CH:18][CH:17]=1)=[O:14]>C1(C)C=CC=CC=1>[C:10]([C:3]1[C:4]([O:7][CH2:8][CH3:9])=[N:5][S:6][C:2]=1[NH:1][C:13](=[O:14])[O:15][C:16]1[CH:21]=[CH:20][CH:19]=[CH:18][CH:17]=1)#[N:11]. Procedure: A solution of 16.6 g of 5-amino-4-cyano-3-ethoxyisothiazole and 30.7 g of phenyl chloroformate in 100 ml of toluene under nitrogen atmosphere was stirred and heated at 100° for about 16 hours. After this time, thin-layer chromatography indicated that the reaction was 50% complete. An additional 15 ml of phenyl chloroformate was added and heating (100°) continued for an additional 24 hours; at this time thin-layer chromatography indicated 80% reaction. After an additional 6 hours, 90% reaction wa... Starting materials: BrC=1N=C2C(=NC1)N(C=C2)COCC[Si](C)(C)C (2-Bromo-5-(2-trimethylsilanyl-ethoxymethyl)-5H-pyrrolo[2,3-b]pyrazine), C(C)(C)(C)OC(=O)N1CC(C(CC1)C)CC#C ((+/−)-4-methyl-3-prop-2-ynyl-piperidine-1-carboxylic acid tert-butyl ester), crude product. Product: C(C)(C)(C)OC(=O)N1CC(C(CC1)C)CC#CC=1N=C2C(=NC1)N(C=C2)COCC[Si](C)(C)C ((+/−)-4-methyl-3-{3-[5-(2-trimethylsilanyl-ethoxymethyl)-5H-pyrrolo[2,3-b]pyrazin-2-yl]-prop-2-ynyl}-piperidine-1-carboxylic acid tert-butyl ester). Isolated yield 85.5%. As a reaction SMILES: Br[C:2]1[N:3]=[C:4]2[CH:10]=[CH:9][N:8]([CH2:11][O:12][CH2:13][CH2:14][Si:15]([CH3:18])([CH3:17])[CH3:16])[C:5]2=[N:6][CH:7]=1.[C:19]([O:23][C:24]([N:26]1[CH2:31][CH2:30][CH:29]([CH3:32])[CH:28]([CH2:33][C:34]#[CH:35])[CH2:27]1)=[O:25])([CH3:22])([CH3:21])[CH3:20]>>[C:19]([O:23][C:24]([N:26]1[CH2:31][CH2:30][CH:29]([CH3:32])[CH:28]([CH2:33][C:34]#[C:35][C:2]2[N:3]=[C:4]3[CH:10]=[CH:9][N:8]([CH2:11][O:12][CH2:13][CH2:14][Si:15]([CH3:18])([CH3:17])[CH3:16])[C:5]3=[N:6][CH:7]=2)[CH2:27]1)=[O:25])([CH3:20])([CH3:22])[CH3:21]. Procedure details: 2-Bromo-5-(2-trimethylsilanyl-ethoxymethyl)-5H-pyrrolo[2,3-b]pyrazine (1.67 g, 5.09 mmol) and (+/−)-4-methyl-3-prop-2-ynyl-piperidine-1-carboxylic acid tert-butyl ester (1.21 g, 5.09 mmol) were reacted under the same conditions as described in example 4 above. The crude product was adsorbed onto silica (10 g) and purified by silica gel chromatography, eluting with 5% to 30% ethyl acetate in hexanes to afford 2.11 g of (+/−)-4-methyl-3-{3-[5-(2-trimethylsilanyl-ethoxymethyl)-5H-pyrrolo[2,3-b]pyra... Starting materials: Oc1ccc(C2=CCCCC2)cc1, CCCCCCCCCC(Br)C(=O)OCC, CCO, [Na]. Product: CCCCCCCCCC(Oc1ccc(C2=CCCCC2)cc1)C(=O)OCC. RXN SMILES: [C:2]1([c:8]2[cH:9][cH:10][c:11]([OH:14])[cH:12][cH:13]2)=[CH:3][CH2:4][CH2:5][CH2:6][CH2:7]1.[CH2:15]([CH3:16])[O:17][C:18]([CH:19]([CH2:20][CH2:21][CH2:22][CH2:23][CH2:24][CH2:25][CH2:26][CH2:27][CH3:28])[Br:29])=[O:30].[CH3:31][CH2:32][OH:33].[Na:1]>>[C:2]1([c:8]2[cH:9][cH:10][c:11]([O:14][CH:19]([C:18]([O:17][CH2:15][CH3:16])=[O:30])[CH2:20][CH2:21][CH2:22][CH2:23][CH2:24][CH2:25][CH2:26][CH2:27][CH3:28])[cH:12][cH:13]2)=[CH:3][CH2:4][CH2:5][CH2:6][CH2:7]1. Reactants: CC(C(=O)OCC)C(=O)OCC (diethyl 2-methylmalonate), N1=CC=CC=C1 (pyridine), ClC1=C(N)C=CC=C1F (2-chloro-3-fluoroaniline). Yields the product ClC1=C(C=CC=C1F)NC(C(C(=O)OCC)C)=O (ethyl 3-(2-chloro-3-fluorophenylamino)-2-methyl-3-oxopropanoate). RXN SMILES: [CH3:1][CH:2]([C:8]([O:10]CC)=O)[C:3]([O:5][CH2:6][CH3:7])=[O:4].N1C=CC=CC=1.[Cl:19][C:20]1[C:26]([F:27])=[CH:25][CH:24]=[CH:23][C:21]=1[NH2:22]>>[Cl:19][C:20]1[C:26]([F:27])=[CH:25][CH:24]=[CH:23][C:21]=1[NH:22][C:8](=[O:10])[CH:2]([CH3:1])[C:3]([O:5][CH2:6][CH3:7])=[O:4]. Reported procedure: The ester was prepared according to Procedure A using diethyl 2-methylmalonate (5.32 mL, 30.9 mmol), pyridine (3.33 mL, 41.2 mmol) and 2-chloro-3-fluoroaniline (3.00 g, 20.61 mmol) over 7 days. The residue was purified by column chromatography on silica gel (0-30% EtOAc/hexanes) to give ethyl 3-(2-chloro-3-fluorophenylamino)-2-methyl-3-oxopropanoate as a red oil. Mass Spectrum (ESI) m/e=274.0 (M+1). As a reaction SMILES: [CH3:21][CH2:22][O:23][CH2:24][CH2:25][OH:26].[ClH:20].[NH2:11][c:12]1[n:13][c:14]([Cl:19])[cH:15][c:16]([CH3:18])[n:17]1.[NH2:1][c:2]1[cH:3][cH:4][c:5]([C:8]([OH:9])=[O:10])[cH:6][cH:7]1>>[ClH:19].[NH:1]([c:2]1[cH:3][cH:4][c:5]([C:8]([OH:9])=[O:10])[cH:6][cH:7]1)[c:14]1[n:13][c:12]([NH2:11])[n:17][c:16]([CH3:18])[cH:15]1. Starting materials: CCOCCO, Cl, Cc1cc(Cl)nc(N)n1, Nc1ccc(C(=O)O)cc1. Product: Cl, Cc1cc(Nc2ccc(C(=O)O)cc2)nc(N)n1. The reactants are N[C@H]1CC[C@H](CC1)NC(=O)C1=CNC2=C1N=CN=C2C2=C(C=C(C=C2)OC)OCCOC (cis-4-[4-methoxy-2-(2-methoxy-ethoxy)-phenyl]-5H-pyrrolo[3,2-d]pyrimidine-7-carboxylic acid (4-amino-cyclohexyl)-amide), COCC(=O)Cl (methoxy-acetyl chloride). Product: COCC(=O)N[C@H]1CC[C@H](CC1)NC(=O)C1=CNC2=C1N=CN=C2C2=C(C=C(C=C2)OC)OCCOC (cis-4-[4-Methoxy-2-(2-methoxy-ethoxy)-phenyl]-5H-pyrrolo[3,2-d]pyrimidine-7-carboxylic acid [4-(2-methoxy-acetylamino)-cyclohexyl]-amide). RXN SMILES: [NH2:1][C@@H:2]1[CH2:7][CH2:6][C@H:5]([NH:8][C:9]([C:11]2[C:15]3[N:16]=[CH:17][N:18]=[C:19]([C:20]4[CH:25]=[CH:24][C:23]([O:26][CH3:27])=[CH:22][C:21]=4[O:28][CH2:29][CH2:30][O:31][CH3:32])[C:14]=3[NH:13][CH:12]=2)=[O:10])[CH2:4][CH2:3]1.[CH3:33][O:34][CH2:35][C:36](Cl)=[O:37]>>[CH3:33][O:34][CH2:35][C:36]([NH:1][C@@H:2]1[CH2:7][CH2:6][C@H:5]([NH:8][C:9]([C:11]2[C:15]3[N:16]=[CH:17][N:18]=[C:19]([C:20]4[CH:25]=[CH:24][C:23]([O:26][CH3:27])=[CH:22][C:21]=4[O:28][CH2:29][CH2:30][O:31][CH3:32])[C:14]=3[NH:13][CH:12]=2)=[O:10])[CH2:4][CH2:3]1)=[O:37]. Procedure: Starting from cis-4-[4-methoxy-2-(2-methoxy-ethoxy)-phenyl]-5H-pyrrolo[3,2-d]pyrimidine-7-carboxylic acid (4-amino-cyclohexyl)-amide (example A183) and methoxy-acetyl chloride the title compound was obtained as colorless solid. Reactants: Cl.Cl.N1(CCC1)C1=CC=C(C=N1)C1(CC1)C(=O)Cl (1-(6-azetidin-1-ylpyridin-3-yl)cyclopropanecarbonyl chloride dihydrochloride), CC1(C2(C(CC1CC2)=O)CS(=O)(=O)O)C.N1C[C@]2(CC1)OC(C=1C=NC=CC12)=O ((7,7-dimethyl-2-oxobicyclo[2.2.1]hept-1-yl)methanesulfonic acid (1R)-3H-spiro[furo[3,4-c]pyridine-1,3′-pyrrolidin]-3-one), C(Cl)Cl (methylene chloride), C(C)(C)N(C(C)C)CC (N,N-diisopropylethylamine). Solvent: C(C)(=O)OCC (ethyl acetate). Run at time 1.5 hour. Product: N1(CCC1)C1=CC=C(C=N1)C1(CC1)C(=O)N1C[C@]2(CC1)OC(C=1C=NC=CC12)=O ((1R)-1′-{[1-(6-azetidin-1-ylpyridin-3-yl)cyclopropyl]carbonyl}-3H-spiro[furo[3,4-c]pyridine-1,3′-pyrrolidin]-3-one). Reaction SMILES: Cl.Cl.[N:3]1([C:7]2[N:12]=[CH:11][C:10]([C:13]3([C:16](Cl)=[O:17])[CH2:15][CH2:14]3)=[CH:9][CH:8]=2)[CH2:6][CH2:5][CH2:4]1.CC1(C)C2CCC1(CS(O)(=O)=O)C(=O)C2.[NH:34]1[CH2:38][CH2:37][C@@:36]2([C:46]3[CH:45]=[CH:44][N:43]=[CH:42][C:41]=3[C:40](=[O:47])[O:39]2)[CH2:35]1.C(Cl)Cl.C(N(CC)C(C)C)(C)C>C(OCC)(=O)C>[N:3]1([C:7]2[N:12]=[CH:11][C:10]([C:13]3([C:16]([N:34]4[CH2:38][CH2:37][C@@:36]5([C:46]6[CH:45]=[CH:44][N:43]=[CH:42][C:41]=6[C:40](=[O:47])[O:39]5)[CH2:35]4)=[O:17])[CH2:15][CH2:14]3)=[CH:9][CH:8]=2)[CH2:6][CH2:5][CH2:4]1 |f:0.1.2,3.4|. Procedure: To a solution of 1-(6-azetidin-1-ylpyridin-3-yl)cyclopropanecarbonyl chloride dihydrochloride (64.00 mg, 0.0002067 mol) and (7,7-dimethyl-2-oxobicyclo[2.2.1]hept-1-yl)methanesulfonic acid-(1R)-3H-spiro[furo[3,4-c]pyridine-1,3′-pyrrolidin]-3-one (1:1) (87.3 mg, 0.000207 mol) in methylene chloride (1.00 mL, 0.0156 mol) was added N,N-diisopropylethylamine (0.144 mL, 0.000827 mol) at 0° C. The reaction mixture was stirred at rt for 1-2 h. Upon completion the reaction mixture was diluted with ethyl a...